The task is: describe an organic reaction: reactants, conditions, products, and yield. This data is from the Open Reaction Database (ORD), a public repository of structured organic reaction records. Starting materials: [OH-].[K+] (potassium hydroxide), C(C)C1=C2C(=C(C=C(C2=CC=C1)/C=C(/C(=O)OCC)\C)OC)OCOC (ethyl (E)-3-(5-ethyl-3-methoxy-4-methoxymethoxy-1-naphthyl)-2-methylpropenoate), Cl (hydrochloric acid). Solvent: C(C)O (ethanol). The product is C(C)C1=C2C(=C(C=C(C2=CC=C1)/C=C(/C(=O)O)\C)OC)OCOC ((E)-3-(5-ethyl-3-methoxy-4-methoxymethoxy-1-naphthyl)-2-methylpropenoic acid). Yield: 89.1%. RXN SMILES: [CH2:1]([C:3]1[CH:12]=[CH:11][CH:10]=[C:9]2[C:4]=1[C:5]([O:23][CH2:24][O:25][CH3:26])=[C:6]([O:21][CH3:22])[CH:7]=[C:8]2/[CH:13]=[C:14](\[CH3:20])/[C:15]([O:17]CC)=[O:16])[CH3:2].[OH-].[K+].Cl>C(O)C>[CH2:1]([C:3]1[CH:12]=[CH:11][CH:10]=[C:9]2[C:4]=1[C:5]([O:23][CH2:24][O:25][CH3:26])=[C:6]([O:21][CH3:22])[CH:7]=[C:8]2/[CH:13]=[C:14](\[CH3:20])/[C:15]([OH:17])=[O:16])[CH3:2] |f:1.2|. Reported procedure: 28 g of ethyl (E)-3-(5-ethyl-3-methoxy-4-methoxymethoxy-1-naphthyl)-2-methylpropenoate was dissolved in 240 ml of ethanol and a potassium hydroxide aqueous solution (potassium hydroxide 28 g/water 55 ml) was added, followed by refluxing for 1 hour. 280 ml of 2N hydrochloric acid was added to the reaction mixture at ice bath temperature to make it acidic, followed by extraction with ethyl acetate. The organic layer was washed with brine, dried over anhydrous magnesium sulfate, and evaporated. Dii...